From a dataset of the Open Reaction Database (ORD), a public repository of structured organic reaction records. describe an organic reaction: reactants, conditions, products, and yield The reactants are Nc1cccc(-c2c(Cc3ccccc3)cnc3c(C(F)(F)F)cccc23)c1, O=CC1CC1. Yields the product FC(F)(F)c1cccc2c(-c3cccc(NCC4CC4)c3)c(Cc3ccccc3)cnc12. Reaction SMILES: [CH2:1]([c:2]1[cH:3][cH:4][cH:5][cH:6][cH:7]1)[c:8]1[cH:9][n:10][c:11]2[c:12]([C:25]([F:26])([F:27])[F:28])[cH:13][cH:14][cH:15][c:16]2[c:17]1-[c:18]1[cH:19][c:20]([NH2:24])[cH:21][cH:22][cH:23]1.[CH:29]1([CH:32]=[O:33])[CH2:30][CH2:31]1>>[CH2:1]([c:2]1[cH:3][cH:4][cH:5][cH:6][cH:7]1)[c:8]1[cH:9][n:10][c:11]2[c:12]([C:25]([F:26])([F:27])[F:28])[cH:13][cH:14][cH:15][c:16]2[c:17]1-[c:18]1[cH:19][c:20]([NH:24][CH2:32][CH:29]2[CH2:30][CH2:31]2)[cH:21][cH:22][cH:23]1. Starting materials: CC=1C(=NC=CC1)N (3-methyl-2-pyridinamine), C(C)(=O)OC1=C(C(=O)OCC)C=C(C=C1)C#CC1=CC=C(C=C1)S(=O)(=O)Cl (ethyl 2- acetyloxy-5-[(4-chlorosulfonylphenyl)ethynyl]-benzoate). The solvent is N1=CC=CC=C1 (pyridine). Conditions: time 18 hour. Yields the product OC1=C(C(=O)O)C=C(C=C1)C#CC1=CC=C(C=C1)S(=O)(=O)NC1=NC=CC=C1C (2-Hydroxy-5-[[4-[(3-methyl-2-pyridinylamino)sulfonyl]phenyl]ethynyl]-benzoic acid). As a reaction SMILES: [CH3:1][C:2]1[C:3]([NH2:8])=[N:4][CH:5]=[CH:6][CH:7]=1.C([O:12][C:13]1[CH:23]=[CH:22][C:21]([C:24]#[C:25][C:26]2[CH:31]=[CH:30][C:29]([S:32](Cl)(=[O:34])=[O:33])=[CH:28][CH:27]=2)=[CH:20][C:14]=1[C:15]([O:17]CC)=[O:16])(=O)C>N1C=CC=CC=1>[OH:12][C:13]1[CH:23]=[CH:22][C:21]([C:24]#[C:25][C:26]2[CH:31]=[CH:30][C:29]([S:32]([NH:8][C:3]3[C:2]([CH3:1])=[CH:7][CH:6]=[CH:5][N:4]=3)(=[O:34])=[O:33])=[CH:28][CH:27]=2)=[CH:20][C:14]=1[C:15]([OH:17])=[O:16]. Procedure: 3-methyl-2-pyridinamine (1.3 g, 12 mmol) was dissolved in dry pyridine (20 ml) and ethyl 2- acetyloxy-5-[(4-chlorosulfonylphenyl)ethynyl]-benzoate (4.1 g, 10 mmol) was added. The solution was kept at ambient temperature for 18 h. The solvent was evaporated and the residue dissolved in a small amount of tetrahydrofuran. The solution was added to a refluxing solution of potassium hydroxide (6 g) in water (100 ml) and ethanol (50 ml). After 15 min the solution was acidified with formic acid to prod... Reactants: COC(=O)C1CN(C(c2ccc(OC)cc2)c2ccc(OC)cc2)C(=O)CC1c1cc(F)c(F)cc1F, CO, [Li+], C1CCOC1, [OH-]. Product: COc1ccc(C(c2ccc(OC)cc2)N2CC(C(=O)O)C(c3cc(F)c(F)cc3F)CC2=O)cc1. RXN SMILES: [CH3:1][O:2][C:3](=[O:4])[CH:5]1[CH2:6][N:7]([CH:21]([c:22]2[cH:23][cH:24][c:25]([O:28][CH3:29])[cH:26][cH:27]2)[c:30]2[cH:31][cH:32][c:33]([O:36][CH3:37])[cH:34][cH:35]2)[C:8](=[O:20])[CH2:9][CH:10]1[c:11]1[c:12]([F:19])[cH:13][c:14]([F:18])[c:15]([F:17])[cH:16]1.[CH3:40][OH:41].[Li+:38].[O:42]1[CH2:43][CH2:44][CH2:45][CH2:46]1.[OH-:39]>>[O:2]=[C:3]([OH:4])[CH:5]1[CH2:6][N:7]([CH:21]([c:22]2[cH:23][cH:24][c:25]([O:28][CH3:29])[cH:26][cH:27]2)[c:30]2[cH:31][cH:32][c:33]([O:36][CH3:37])[cH:34][cH:35]2)[C:8](=[O:20])[CH2:9][CH:10]1[c:11]1[c:12]([F:19])[cH:13][c:14]([F:18])[c:15]([F:17])[cH:16]1. Reactants: C(#N)C1=CC=C(C=C1)S(=O)(=O)Cl (4-cyanobenzenesulfonyl chloride), N1CCCCC1 (piperidine). The solvent is C(Cl)Cl (methylene chloride). Reaction conditions: time 8 hour. The product is C(#N)C1=CC=C(C=C1)S(=O)(=O)N1CCCCC1 (1-[(4-cyanophenyl)sulfonyl]piperidine). RXN SMILES: [C:1]([C:3]1[CH:8]=[CH:7][C:6]([S:9](Cl)(=[O:11])=[O:10])=[CH:5][CH:4]=1)#[N:2].[NH:13]1[CH2:18][CH2:17][CH2:16][CH2:15][CH2:14]1>C(Cl)Cl>[C:1]([C:3]1[CH:8]=[CH:7][C:6]([S:9]([N:13]2[CH2:18][CH2:17][CH2:16][CH2:15][CH2:14]2)(=[O:11])=[O:10])=[CH:5][CH:4]=1)#[N:2]. Procedure details: A mixture of 4-cyanobenzenesulfonyl chloride (0.51 g, 2.5 mmol) and piperidine (0.60 mL, 517 mg, 6.04 mmol) in 10 mL methylene chloride was stirred overnight at ambient temperature. The organic layer was washed successively with water, 5% HCl and brine, dried (Na2SO4) and concentrated. The resulting white solid (0.61 g, 96%) was used with no further purification. The reactants are C1(CCCCC1)N (cyclohexylamine), ClC1=CC=C(C=C1)N=C=S (p-chlorophenylisothiocyanate). Run in C(Cl)(Cl)Cl (chloroform), C(Cl)(Cl)Cl (chloroform). Reaction conditions: time 3 hour. Product: C1(CCCCC1)NC(=S)NC1=CC=C(C=C1)Cl (1-cyclohexyl-3-(p-chlorophenyl)thiourea). As a reaction SMILES: [CH:1]1([NH2:7])[CH2:6][CH2:5][CH2:4][CH2:3][CH2:2]1.[Cl:8][C:9]1[CH:14]=[CH:13][C:12]([N:15]=[C:16]=[S:17])=[CH:11][CH:10]=1>C(Cl)(Cl)Cl>[CH:1]1([NH:7][C:16]([NH:15][C:12]2[CH:13]=[CH:14][C:9]([Cl:8])=[CH:10][CH:11]=2)=[S:17])[CH2:6][CH2:5][CH2:4][CH2:3][CH2:2]1. Procedure: To a solution of cyclohexylamine (1.75 g.) in chloroform (15 ml.) was added dropwise with stirring a solution of p-chlorophenylisothiocyanate (3.0 g.) in chloroform (15 ml.) at room temperature. After stirring 3 hours, the white solid was filtered off, washed with a little CHCl3 and recrystallised from toluene to give 1-cyclohexyl-3-(p-chlorophenyl)thiourea, m.p. 179°-180°.